From a dataset of the Open Reaction Database (ORD), a public repository of structured organic reaction records. describe an organic reaction: reactants, conditions, products, and yield Reactants: C1=CCC=CC1 (1,4-cyclohexadiene), C(C1=CC=CC=C1)ON(C=O)CC1SC2=C(N(C1=O)CC(=O)NCCC)C=CC=C2 (2-{2-[(benzyloxy-formyl-amino)-methyl]-3-oxo-2,3-dihydro-benzo[1,4]thiazin-4-yl}-N-propyl-acetamide). The reagents and catalysts are [Pd] (Pd/C). The solvent is CCO (EtOH). Reaction conditions: time 12 hour. Product: final product, C(=O)N(O)CC1SC2=C(N(C1=O)CC(=O)NCCC)C=CC=C2 (2-{2-[(formyl-hydroxy-amino)-methyl]-3-oxo-2,3-dihydro-benzo[1,4]thiazin-4-yl}-N-propyl-acetamide). Reaction SMILES: C([O:8][N:9]([CH2:12][CH:13]1[C:18](=[O:19])[N:17]([CH2:20][C:21]([NH:23][CH2:24][CH2:25][CH3:26])=[O:22])[C:16]2[CH:27]=[CH:28][CH:29]=[CH:30][C:15]=2[S:14]1)[CH:10]=[O:11])C1C=CC=CC=1.C1CC=CCC=1>CCO.[Pd]>[CH:10]([N:9]([CH2:12][CH:13]1[C:18](=[O:19])[N:17]([CH2:20][C:21]([NH:23][CH2:24][CH2:25][CH3:26])=[O:22])[C:16]2[CH:27]=[CH:28][CH:29]=[CH:30][C:15]=2[S:14]1)[OH:8])=[O:11]. Procedure: To a solution of 2-{2-[(benzyloxy-formyl-amino)-methyl]-3-oxo-2,3-dihydro-benzo[1,4]thiazin-4-yl}-N-propyl-acetamide (0.13 mmol) in 9 ml of EtOH is added Pd/C (10%) (65.6 mg) followed by 1,4-cyclohexadiene (1.29 mL). The reaction mixture is stirred at room temperature for 12 hours and the final product 2-{2-[(formyl-hydroxy-amino)-methyl]-3-oxo-2,3-dihydro-benzo[1,4]thiazin-4-yl}-N-propyl-acetamide is obtained by preparative LC/MS using 1 to 99% ACN (in the absence of TFA) as gradient. MS: (ES+)...